This data is from the Open Reaction Database (ORD), a public repository of structured organic reaction records. The task is: describe an organic reaction: reactants, conditions, products, and yield The reactants are C(C)(C)N(C(C)C)CC (N,N-diisopropylethylamine), [N+](=O)([O-])CC(=O)C1=C(C=C(C(=C1)F)F)F (2-nitro-1-(2,4,5-trifluorophenyl)ethanone), ICC(=C)CI (3-iodo-2-(iodomethyl)prop-1-ene). Solvent: CN(C=O)C (N,N-dimethylformamide). Conditions: temperature 60 celsius. The product is C=C1COC(=C(C1)[N+](=O)[O-])C1=C(C=C(C(=C1)F)F)F (3-methylene-5-nitro-6-(2,4,5-trifluorophenyl)-3,4-dihydro-2H-pyran). As a reaction SMILES: C(N(CC)C(C)C)(C)C.[N+:10]([CH2:13][C:14]([C:16]1[CH:21]=[C:20]([F:22])[C:19]([F:23])=[CH:18][C:17]=1[F:24])=[O:15])([O-:12])=[O:11].I[CH2:26][C:27]([CH2:29]I)=[CH2:28]>CN(C)C=O>[CH2:26]=[C:27]1[CH2:29][C:13]([N+:10]([O-:12])=[O:11])=[C:14]([C:16]2[CH:21]=[C:20]([F:22])[C:19]([F:23])=[CH:18][C:17]=2[F:24])[O:15][CH2:28]1. Procedure details: A mixture of 3-chloro-2-(chloromethyl)prop-1-ene (1.0 g, 8 mmol) and sodium iodide (6.6 g, 44 mmol) in acetone (60 mL) was stirred at room temperature for 20 hours, evaporated under reduced pressure and dissolved in dichloromethane (150 mL) and water (50 mL). The organic layer was dried over sodium sulfate, filtered and evaporated to yield 3-iodo-2-(iodomethyl)prop-1-ene as a reddish oil (2.45 g). N,N-diisopropylethylamine (0.20 mL) was added to a solution of 2-nitro-1-(2,4,5-trifluorophenyl)eth... As a reaction SMILES: [C:1]1([P:7](Cl)[C:8]2[CH:13]=[CH:12][CH:11]=[CH:10][CH:9]=2)[CH:6]=[CH:5][CH:4]=[CH:3][CH:2]=1.C1([OH:21])C=CC=CC=1.N1C=CC=CC=1>CCOCC>[C:1]1([P:7]([C:8]2[CH:13]=[CH:12][CH:11]=[CH:10][CH:9]=2)[OH:21])[CH:6]=[CH:5][CH:4]=[CH:3][CH:2]=1. Procedure: Diphenylphosphinous acid chloride [(C6H5)2PCl, 55 g.] was added to a solution of phenol (21.6g) and pyridine (18 g.) in 250 ml. of dry ether at 5°C. with stirring. After standing overnight, the precipitated pyridinium chloride was removed by filtration and the filtrate distilled. The phenyl ester of diphenylphosphinous acid [(C6H5)2POC6H5 ] obtained weighed 54 g. and boiled at 145°C. at 0.1 mm. Conditions: time 8 hour. The solvent is CCOCC (ether). Starting materials: C1(=CC=CC=C1)P(C1=CC=CC=C1)Cl (Diphenylphosphinous acid chloride), C1(=CC=CC=C1)O (phenol), N1=CC=CC=C1 (pyridine). Product: phenyl ester, C1(=CC=CC=C1)P(O)C1=CC=CC=C1 (diphenylphosphinous acid). The reactants are C(#N)C1(CCCC1)C1=CC=C(C=C1)N(C)C (1-cyano-1-(4-dimethylaminophenyl)cyclopentane), [H][H] (hydrogen), N (ammonia), [H][H] (Hydrogen). The reagents and catalysts are [Ni] (Raney nickel). Solvent: CO (methanol). Product: CN(C1=CC=C(C=C1)C1(CCCC1)CN)C ([1-(4-dimethylaminophenyl)cyclopentyl]methylamine). The yield is 100.2%. As a reaction SMILES: [C:1]([C:3]1([C:8]2[CH:13]=[CH:12][C:11]([N:14]([CH3:16])[CH3:15])=[CH:10][CH:9]=2)[CH2:7][CH2:6][CH2:5][CH2:4]1)#[N:2].N.[H][H]>[Ni].CO>[CH3:15][N:14]([CH3:16])[C:11]1[CH:12]=[CH:13][C:8]([C:3]2([CH2:1][NH2:2])[CH2:7][CH2:6][CH2:5][CH2:4]2)=[CH:9][CH:10]=1. Procedure details: In a pressure reactor was placed 281.2 g (1.3 mole) of 1-cyano-1-(4-dimethylaminophenyl)cyclopentane, 3500 ml of methanol, 600 g of anhydrous ammonia, and 200 g of Raney nickel. Hydrogen was charged into the stirred reaction vessel. The reaction was stirred at room temperature until the theoretical amount of hydrogen had been taken up. The reaction mixture was filtered and the filtrate concentrated in vacuo to yield 284.4 g of the title compound, melting point 87°-89° C. The reactants are CC(=O)O, CCO, CC1CCNCC1, C#N, [O-]Cl, Cl, [K+], [Na+], [Na+], [OH-], [OH-], O. The product is CC1CCNC(C#N)C1. Reaction SMILES: [C:4]([OH:5])(=[O:6])[CH3:7].[CH3:23][CH2:24][OH:25].[CH3:8][CH:9]1[CH2:10][CH2:11][NH:12][CH2:13][CH2:14]1.[CH:17]#[N:18].[Cl:1][O-:2].[ClH:19].[K+:16].[Na+:21].[Na+:3].[OH-:15].[OH-:20].[OH2:22]>>[CH3:8][CH:9]1[CH2:10][CH:11]([C:17]#[N:18])[NH:12][CH2:13][CH2:14]1. The reactants are ClC=1C=C(C=CC1F)NC1=NC=NC2=CC(=C(C=C12)NC(CP(=O)(OCC)OCC)=O)OCC (N-[4-[(3-chloro-4-fluoro-phenyl)amino]-7-ethoxy-quinazolin-6-yl]-2-diethoxyphosphoryl-acetamide), CN1[C@H](CCC1)C=O ((2R)-1-methylpyrrolidine-2-carbaldehyde), C[Si](C)(C)[N-][Si](C)(C)C.[Li+] (lithium bis(trimethylsilyl)amide), C1(=CC=CC=C1)C (toluene). The solvent is O1CCCC1 (tetrahydrofuran). Run at temperature -78 celsius, time 30 minute. Product: ClC=1C=C(C=CC1F)NC1=NC=NC2=CC(=C(C=C12)NC(\C=C\[C@@H]1N(CCC1)C)=O)OCC ((E)-N-[4-[(3-Chloro-4-fluoro-phenyl)amino]-7-ethoxy-quinazolin-6-yl]-3-[(2R)-1-methylpyrrolidin-2-yl]prop-2-enamide), (E)-N-[4-[(3-chloro-4-fluoro-phenyl)amino]-7-ethoxy-quinazolin-6-yl]-3-[(2R)-1-methylpyrrodin-2-yl]prop-2-enamide. Isolated yield 47.3%. Reaction SMILES: [Cl:1][C:2]1[CH:3]=[C:4]([NH:9][C:10]2[C:19]3[C:14](=[CH:15][C:16]([O:32][CH2:33][CH3:34])=[C:17]([NH:20][C:21](=[O:31])[CH2:22]P(OCC)(OCC)=O)[CH:18]=3)[N:13]=[CH:12][N:11]=2)[CH:5]=[CH:6][C:7]=1[F:8].C[Si]([N-][Si](C)(C)C)(C)C.[Li+].C1(C)C=CC=CC=1.[CH3:52][N:53]1[CH2:57][CH2:56][CH2:55][C@@H:54]1[CH:58]=O>O1CCCC1>[Cl:1][C:2]1[CH:3]=[C:4]([NH:9][C:10]2[C:19]3[C:14](=[CH:15][C:16]([O:32][CH2:33][CH3:34])=[C:17]([NH:20][C:21](=[O:31])/[CH:22]=[CH:58]/[C@H:54]4[CH2:55][CH2:56][CH2:57][N:53]4[CH3:52])[CH:18]=3)[N:13]=[CH:12][N:11]=2)[CH:5]=[CH:6][C:7]=1[F:8] |f:1.2|. Procedure: N-[4-[(3-Chloro-4-fluoro-phenyl)amino]-7-ethoxy-quinazolin-6-yl]-2-diethoxyphosphoryl-acetamide 7b (300 mg, 0.59 mmol) was dissolved in 10 mL of tetrahydrofuran. The mixture was cooled to −78° C. in a dry ice bath. Under argon, a solution of lithium bis(trimethylsilyl)amide (1 M) in toluene (1.2 mL, 1.18 mmol) was added dropwise. After the mixture was stirred for 30 minutes, (2R)-1-methylpyrrolidine-2-carbaldehyde 5c (133 mg, 1.18 mmol) was added, and the mixture was stirred for another 1 hour, ... Reactants: CC(NC(=O)OC(C)(C)C)C(=O)O, C1CCOC1, CCN=C=NCCCN(C)C, CCOC(C)=O, CC1CCC(C(C)C)C(C(=O)NCC(N)c2ccccc2)C1, O, On1nnc2ccccc21. Product: CC1CCC(C(C)C)C(C(=O)NCC(NC(=O)C(C)NC(=O)OC(C)(C)C)c2ccccc2)C1. RXN SMILES: [C:1](=[O:2])([O:3][C:4]([CH3:5])([CH3:6])[CH3:7])[NH:8][CH:9]([CH3:10])[C:11](=[O:12])[OH:13].[CH2:64]1[O:65][CH2:66][CH2:67][CH2:68]1.[CH3:24][CH2:25][N:26]=[C:27]=[N:28][CH2:29][CH2:30][CH2:31][N:32]([CH3:33])[CH3:34].[CH3:58][CH2:59][O:60][C:61](=[O:62])[CH3:63].[NH2:35][CH:36]([CH2:37][NH:38][C:39](=[O:40])[CH:41]1[CH:42]([CH:48]([CH3:49])[CH3:50])[CH2:43][CH2:44][CH:45]([CH3:47])[CH2:46]1)[c:51]1[cH:52][cH:53][cH:54][cH:55][cH:56]1.[OH2:57].[OH:14][n:15]1[c:16]2[c:17]([cH:18][cH:19][cH:20][cH:21]2)[n:22][n:23]1>>[C:1](=[O:2])([O:3][C:4]([CH3:5])([CH3:6])[CH3:7])[NH:8][CH:9]([CH3:10])[C:11](=[O:13])[NH:35][CH:36]([CH2:37][NH:38][C:39](=[O:40])[CH:41]1[CH:42]([CH:48]([CH3:49])[CH3:50])[CH2:43][CH2:44][CH:45]([CH3:47])[CH2:46]1)[c:51]1[cH:52][cH:53][cH:54][cH:55][cH:56]1. The reactants are ClC=1C=C(C(=O)O)C=CC1C(NC1=CC(=C(C=C1)Cl)C1=NC=CC=C1)=O (3-chloro-4-(4-chloro-3-(pyridin-2-yl)phenylcarbamoyl)benzoic acid), COC[C@H](C)N ((S)-1-methoxy-2-propylamine). Yields the product ClC1=C(C(=O)NC2=CC(=C(C=C2)Cl)C2=NC=CC=C2)C=CC(=C1)C(=O)N[C@H](COC)C ((S)-2-chloro-N1-(4-chloro-3-(pyridin-2-yl)phenyl)-N4-(1-methoxypropan-2-yl)terephthalamide). RXN SMILES: [Cl:1][C:2]1[CH:3]=[C:4]([CH:8]=[CH:9][C:10]=1[C:11](=[O:26])[NH:12][C:13]1[CH:18]=[CH:17][C:16]([Cl:19])=[C:15]([C:20]2[CH:25]=[CH:24][CH:23]=[CH:22][N:21]=2)[CH:14]=1)[C:5](O)=[O:6].[CH3:27][O:28][CH2:29][C@@H:30]([NH2:32])[CH3:31]>>[Cl:1][C:2]1[CH:3]=[C:4]([C:5]([NH:32][C@@H:30]([CH3:31])[CH2:29][O:28][CH3:27])=[O:6])[CH:8]=[CH:9][C:10]=1[C:11]([NH:12][C:13]1[CH:18]=[CH:17][C:16]([Cl:19])=[C:15]([C:20]2[CH:25]=[CH:24][CH:23]=[CH:22][N:21]=2)[CH:14]=1)=[O:26]. Reported procedure: 75 mg of 3-chloro-4-(4-chloro-3-(pyridin-2-yl)phenylcarbamoyl)benzoic acid was coupled to (S)-1-methoxy-2-propylamine via Procedure G. The product was purified on reverse phase HPLC to yield (S)-2-chloro-N1-(4-chloro-3-(pyridin-2-yl)phenyl)-N4-(1-methoxypropan-2-yl)terephthalamide. MS (Q1) 459 (M)+. Reactants: FC(C(=O)OCC)(F)F (ethyl trifluoroacetate), C1(CCCCC1)N (cyclohexylamine). Conditions: temperature 118 celsius. The product is C1(CCCCC1)NC(C(F)(F)F)=O (N-Cyclohexyl Trifluoroacetamide). Isolated yield 42.1%. As a reaction SMILES: [F:1][C:2]([F:9])([F:8])[C:3]([O:5]CC)=O.[CH:10]1([NH2:16])[CH2:15][CH2:14][CH2:13][CH2:12][CH2:11]1>>[CH:10]1([NH:16][C:3](=[O:5])[C:2]([F:1])([F:8])[F:9])[CH2:15][CH2:14][CH2:13][CH2:12][CH2:11]1. Procedure: In a manner similar to Example 6, ethyl trifluoroacetate (102 g, 0.72 m) was reacted with cyclohexylamine (70 g, 0.7 m). By-products/unreacted material were removed by heating the reaction mixture under increasing vacuum (final pressure 3 mm Hg) to 118° C. The pot residue was then recrystallized from hot ethyl acetate (~60 g) plus hexanes (~100 g) to yield 58 g solid which melted at 93°-95° C. Reactants: CSC(=C[N+](=O)[O-])SC, CN(C)Cc1nc(CSCCN)cs1, CC#N. The product is CSC(=C[N+](=O)[O-])NCCSCc1csc(CN(C)C)n1. RXN SMILES: [CH3:15][S:16][C:17](=[CH:18][N+:19](=[O:20])[O-:21])[S:22][CH3:23].[CH3:1][N:2]([CH3:3])[CH2:4][c:5]1[s:6][cH:7][c:8]([CH2:10][S:11][CH2:12][CH2:13][NH2:14])[n:9]1.[CH3:24][C:25]#[N:26]>>[CH3:1][N:2]([CH3:3])[CH2:4][c:5]1[s:6][cH:7][c:8]([CH2:10][S:11][CH2:12][CH2:13][NH:14][C:17]([S:16][CH3:15])=[CH:18][N+:19](=[O:20])[O-:21])[n:9]1. Reactants: CNc1nc2ccccc2[nH]1, Cn1c(CN2CCN(C(C)(C)CO)CC2)nc2c(N3CCOCC3)nc(Cl)nc21. The product is CNc1nc2ccccc2n1-c1nc(N2CCOCC2)c2nc(CN3CCN(C(C)(C)CO)CC3)n(C)c2n1. As a reaction SMILES: [CH3:30][NH:31][c:32]1[n:33][c:34]2[c:35]([nH:36]1)[cH:37][cH:38][cH:39][cH:40]2.[Cl:1][c:2]1[n:3][c:4]([N:24]2[CH2:25][CH2:26][O:27][CH2:28][CH2:29]2)[c:5]2[n:6][c:7]([CH2:12][N:13]3[CH2:14][CH2:15][N:16]([C:19]([CH2:20][OH:21])([CH3:22])[CH3:23])[CH2:17][CH2:18]3)[n:8]([CH3:11])[c:9]2[n:10]1>>[c:2]1(-[n:33]2[c:32]([NH:31][CH3:30])[n:36][c:35]3[c:34]2[cH:40][cH:39][cH:38][cH:37]3)[n:3][c:4]([N:24]2[CH2:25][CH2:26][O:27][CH2:28][CH2:29]2)[c:5]2[n:6][c:7]([CH2:12][N:13]3[CH2:14][CH2:15][N:16]([C:19]([CH2:20][OH:21])([CH3:22])[CH3:23])[CH2:17][CH2:18]3)[n:8]([CH3:11])[c:9]2[n:10]1.